This data is from the Open Reaction Database (ORD), a public repository of structured organic reaction records. The task is: describe an organic reaction: reactants, conditions, products, and yield Product: Cc1nc(-c2ccc(C(=O)N3CCN(S(=O)(=O)c4ccc5cc(Cl)ccc5c4)CC3)cc2)no1. Reaction SMILES: [CH3:2][c:3]1[n:4][c:5](-[c:8]2[cH:9][cH:10][c:11]([C:14](=[O:15])[N:16]3[CH2:17][CH2:18][NH:19][CH2:20][CH2:21]3)[cH:12][cH:13]2)[n:6][o:7]1.[CH3:46][N:47]([CH3:48])[c:49]1[cH:50][cH:51][n:52][cH:53][cH:54]1.[Cl:22][c:23]1[cH:24][c:25]2[cH:26][cH:27][c:28]([S:33](=[O:34])(=[O:35])[Cl:36])[cH:29][c:30]2[cH:31][cH:32]1.[Cl:43][CH2:44][Cl:45].[ClH:1].[O:37]1[CH2:38][CH2:39][O:40][CH2:41][CH2:42]1>>[CH3:2][c:3]1[n:4][c:5](-[c:8]2[cH:9][cH:10][c:11]([C:14](=[O:15])[N:16]3[CH2:17][CH2:18][N:19]([S:33]([c:28]4[cH:27][cH:26][c:25]5[cH:24][c:23]([Cl:22])[cH:32][cH:31][c:30]5[cH:29]4)(=[O:34])=[O:35])[CH2:20][CH2:21]3)[cH:12][cH:13]2)[n:6][o:7]1. The reactants are Cc1nc(-c2ccc(C(=O)N3CCNCC3)cc2)no1, CN(C)c1ccncc1, O=S(=O)(Cl)c1ccc2cc(Cl)ccc2c1, ClCCl, Cl, C1COCCO1. Starting materials: [Al+3], CCOC(C)=O, [Cl-], [Cl-], [Cl-], Cl, COc1cc(-c2noc(C)n2)c(C(=O)c2ccccc2)c([N+](=O)[O-])c1O, c1ccncc1. Yields the product Cc1nc(-c2cc(O)c(O)c([N+](=O)[O-])c2C(=O)c2ccccc2)no1. Reaction SMILES: [Al+3:34].[CH3:27][CH2:28][O:29][C:30](=[O:31])[CH3:32].[Cl-:33].[Cl-:35].[Cl-:36].[ClH:37].[OH:1][c:2]1[c:3]([N+:24](=[O:25])[O-:26])[c:4]([C:16](=[O:17])[c:18]2[cH:19][cH:20][cH:21][cH:22][cH:23]2)[c:5](-[c:10]2[n:11][o:12][c:13]([CH3:15])[n:14]2)[cH:6][c:7]1[O:8][CH3:9].[cH:38]1[cH:39][cH:40][n:41][cH:42][cH:43]1>>[OH:1][c:2]1[c:3]([N+:24](=[O:25])[O-:26])[c:4]([C:16](=[O:17])[c:18]2[cH:19][cH:20][cH:21][cH:22][cH:23]2)[c:5](-[c:10]2[n:11][o:12][c:13]([CH3:15])[n:14]2)[cH:6][c:7]1[OH:8]. Reactants: CC(=O)OC(C)=O, CN(C)c1ccncc1, Nc1cc(C(=O)Cc2ccc(F)cc2)ccn1. The product is CC(=O)Nc1cc(C(=O)Cc2ccc(F)cc2)ccn1. Reaction SMILES: [CH3:18][C:19](=[O:20])[O:21][C:22](=[O:23])[CH3:24].[CH3:25][N:26]([CH3:27])[c:28]1[cH:29][cH:30][n:31][cH:32][cH:33]1.[F:1][c:2]1[cH:3][cH:4][c:5]([CH2:8][C:9](=[O:10])[c:11]2[cH:12][c:13]([NH2:17])[n:14][cH:15][cH:16]2)[cH:6][cH:7]1>>[F:1][c:2]1[cH:3][cH:4][c:5]([CH2:8][C:9](=[O:10])[c:11]2[cH:12][c:13]([NH:17][C:19]([CH3:18])=[O:20])[n:14][cH:15][cH:16]2)[cH:6][cH:7]1. Starting materials: COC(=O)C(Cc1ccccc1OC(F)(F)F)NC(=O)OC(C)(C)C, CO, Cl, [Li+], C1CCOC1, [OH-]. The product is CC(C)(C)OC(=O)NC(Cc1ccccc1OC(F)(F)F)C(=O)O. As a reaction SMILES: [CH3:1][O:2][C:3]([CH:4]([CH2:5][c:6]1[c:7]([O:12][C:13]([F:14])([F:15])[F:16])[cH:8][cH:9][cH:10][cH:11]1)[NH:17][C:18](=[O:19])[O:20][C:21]([CH3:22])([CH3:23])[CH3:24])=[O:25].[CH3:34][OH:35].[ClH:28].[Li+:26].[O:29]1[CH2:30][CH2:31][CH2:32][CH2:33]1.[OH-:27]>>[O:2]=[C:3]([CH:4]([CH2:5][c:6]1[c:7]([O:12][C:13]([F:14])([F:15])[F:16])[cH:8][cH:9][cH:10][cH:11]1)[NH:17][C:18](=[O:19])[O:20][C:21]([CH3:22])([CH3:23])[CH3:24])[OH:25]. Starting materials: [H-].[Na+] (NaH), C1CCOC1 (THF), C(C)OCCCNC=O (N-(3-ethoxypropyl)formamide), C1CCOC1 (THF), CI (methyl iodide), [H-].[Na+] (NaH). Solvent: CCCCCC (n-hexane). Conditions: time 30 minute. Yields the product C(C)OCCCN(C=O)C (N-ethoxypropyl-N-methylformamide). As a reaction SMILES: [H-].[Na+].[CH2:3]1COCC1.[CH2:8]([O:10][CH2:11][CH2:12][CH2:13][NH:14][CH:15]=[O:16])[CH3:9].CI>CCCCCC>[CH2:8]([O:10][CH2:11][CH2:12][CH2:13][N:14]([CH3:3])[CH:15]=[O:16])[CH3:9] |f:0.1|. Reported procedure: NaH (washed with n-hexane in advance, 2.01 g, 76.24×1.1 mmol) was added to a dry THF (100 mL) solution of N-(3-ethoxypropyl)formamide (10.00 g, 76.24 mmol) under an argon atmosphere with ice-bath cooling, and stirred for 30 minutes. A dry THF (10 mL) solution of methyl iodide (5.7 mL, 76.24×1.2 mmol) was added dropwise to the reaction mixture under an argon atmosphere with ice-bath cooling, it was then stirred for 30 minutes, and further stirred at room temperature for 90 minutes. NaH (washed wi... The reactants are NC=1C=NC2=CN=CC=C2C1C1=C(C=CC=C1)Cl (3-amino-4-(2-chlorophenyl)-1,7-naphthyridine), FC1=C(C=CC(=C1)F)N=C=O (2,4-difluorophenylisocyanate). Run in O1CCCC1 (tetrahydrofuran). Yields the product ClC1=C(C=CC=C1)C1=C(C=NC2=CN=CC=C12)NC(=O)NC1=C(C=C(C=C1)F)F (N-[4-(2-chlorophenyl)-1,7-naphthyridin-3-yl]-N'-(2,4-difluorophenyl)urea). Yield: 36.4%. As a reaction SMILES: [NH2:1][C:2]1[CH:3]=[N:4][C:5]2[C:10]([C:11]=1[C:12]1[CH:17]=[CH:16][CH:15]=[CH:14][C:13]=1[Cl:18])=[CH:9][CH:8]=[N:7][CH:6]=2.[F:19][C:20]1[CH:25]=[C:24]([F:26])[CH:23]=[CH:22][C:21]=1[N:27]=[C:28]=[O:29]>O1CCCC1>[Cl:18][C:13]1[CH:14]=[CH:15][CH:16]=[CH:17][C:12]=1[C:11]1[C:10]2[C:5](=[CH:6][N:7]=[CH:8][CH:9]=2)[N:4]=[CH:3][C:2]=1[NH:1][C:28]([NH:27][C:21]1[CH:22]=[CH:23][C:24]([F:26])=[CH:25][C:20]=1[F:19])=[O:29]. Procedure: A solution of 3-amino-4-(2-chlorophenyl)-1,7-naphthyridine (169 mg, 0.66 mmol) and 2,4-difluorophenylisocyanate (102 mg, 0.66 mmol) in tetrahydrofuran (50 ml) was refluxed for 8 hours. The mixture was concentrated, and the residue was purified by column chromatography (silica gel; methanol:chloroform=1:9), and recrystallized from hexane to give the title compound (98 mg, 0.24 mmol) as colorless powder.